Dataset: the Open Reaction Database (ORD), a public repository of structured organic reaction records. Task: describe an organic reaction: reactants, conditions, products, and yield The reactants are [H][H] (hydrogen), Cl (hydrochloric acid), [N+](=O)([O-])C=1C(=NC=CC1)C(=O)O (3-nitropyridine-2-carboxylic acid), C(O)([O-])=O.[Na+] (sodium hydrogencarbonate). The reagents and catalysts are [Pd] (palladium charcoal). Run in O (water). Reaction conditions: time 50 hour. The product is NC=1C(=NC=CC1)C(=O)O (3-aminopyridine-2-carboxylic acid). Reaction SMILES: [N+:1]([C:4]1[C:5]([C:10]([OH:12])=[O:11])=[N:6][CH:7]=[CH:8][CH:9]=1)([O-])=O.C(=O)([O-])O.[Na+].[H][H].Cl>O.[Pd]>[NH2:1][C:4]1[C:5]([C:10]([OH:12])=[O:11])=[N:6][CH:7]=[CH:8][CH:9]=1 |f:1.2|. Procedure details: 3-nitropyridine-2-carboxylic acid (2.72 g, 16.2 mmol) and sodium hydrogencarbonate (1.34 g, 16.2 mmol) were dissolved in distilled water (20 mL), and the atmosphere in the system was replaced by nitrogen. After adding 10% palladium charcoal (1.72 g), the atmosphere in the system was replaced by hydrogen, and the mixture stirred at room temperature for 50 hours. 1N hydrochloric acid aqueous solution was added, and the pH of the reaction solution was adjusted to weak acidity. The solvent was disti...